Task: describe an organic reaction: reactants, conditions, products, and yield. Dataset: the Open Reaction Database (ORD), a public repository of structured organic reaction records The reactants are Cl (hydrochloric acid), ClC=1C=C(C=CC1F)C1NC2=CN=C(C=C2C(C1)(C)C)C#N (2-(3-chloro-4-fluoro-phenyl)-4,4-dimethyl-1,2,3,4-tetrahydro-[1,7]naphthyridine-6-carbonitrile), [OH-].[Na+] (sodium hydroxide), C(C)O (ethanol). Run in O (water). Reaction conditions: temperature 90 celsius, time 6 hour. The product is ClC=1C=C(C=CC1F)C1NC2=CN=C(C=C2C(C1)(C)C)C(=O)O (2-(3-chloro-4-fluoro-phenyl)-4,4-dimethyl-1,2,3,4-tetrahydro-[1,7]naphthyridine-6-carboxylic acid). Isolated yield 95.0%. Reaction SMILES: [Cl:1][C:2]1[CH:3]=[C:4]([CH:9]2[CH2:18][C:17]([CH3:20])([CH3:19])[C:16]3[C:11](=[CH:12][N:13]=C(C#N)[CH:15]=3)[NH:10]2)[CH:5]=[CH:6][C:7]=1[F:8].[OH-:23].[Na+].Cl.[CH2:26]([OH:28])[CH3:27]>O>[Cl:1][C:2]1[CH:3]=[C:4]([CH:9]2[CH2:18][C:17]([CH3:20])([CH3:19])[C:16]3[C:11](=[CH:12][N:13]=[C:27]([C:26]([OH:23])=[O:28])[CH:15]=3)[NH:10]2)[CH:5]=[CH:6][C:7]=1[F:8] |f:1.2|. Reported procedure: To a stirred mixture solution of 2-(3-chloro-4-fluoro-phenyl)-4,4-dimethyl-1,2,3,4-tetrahydro-[1,7]naphthyridine-6-carbonitrile (315.0 mg, 1.0 mmol) in ethanol (10.0 mL) was added 50% sodium hydroxide in water (3.5 mL). The reaction mixture was stirred at 90° C. for 6 h. The mixture was neutralized with a 3 N aqueous hydrochloric acid solution and extracted with ethyl acetate (2×100 mL), washed with water, dried over anhydrous sodium sulfate and then concentrated in vacuo to afford 2-(3-chloro-4... The reactants are C(C)(=O)[O-].[Na+] (Sodium acetate), FC(OC1=CC=C(C=C1)N1N=C(N=C1)C1=CC=C(C=C1)CCCN)(F)F (3-(4-(1-(4-(trifluoromethoxy)phenyl)-1H-1,2,4-triazol-3-yl)phenyl)propan-1-amine), C(C)C1=C(C=CC=C1)NC(=S)N (1-(2-ethylphenyl)thiourea). Yields the product C(C)C1=C(C=CC=C1)NC(=S)NC(=O)NCCCC1=CC=C(C=C1)C1=NN(C=N1)C1=CC=C(C=C1)OC(F)(F)F (1-[(2-ethylphenyl)carbamothioyl]-3-[3-[4-[1-[4-(trifluoromethoxy)phenyl]-1H-1,2,4-triazol-3-yl]phenyl]propyl]urea), solid. Yield: 37.0%. Reaction SMILES: [F:1][C:2]([F:26])([F:25])[O:3][C:4]1[CH:9]=[CH:8][C:7]([N:10]2[CH:14]=[N:13][C:12]([C:15]3[CH:20]=[CH:19][C:18]([CH2:21][CH2:22][CH2:23][NH2:24])=[CH:17][CH:16]=3)=[N:11]2)=[CH:6][CH:5]=1.[CH2:27]([C:29]1[CH:34]=[CH:33][CH:32]=[CH:31][C:30]=1[NH:35][C:36]([NH2:38])=[S:37])[CH3:28].[C:39]([O-])(=[O:41])C.[Na+]>>[CH2:27]([C:29]1[CH:34]=[CH:33][CH:32]=[CH:31][C:30]=1[NH:35][C:36]([NH:38][C:39]([NH:24][CH2:23][CH2:22][CH2:21][C:18]1[CH:19]=[CH:20][C:15]([C:12]2[N:13]=[CH:14][N:10]([C:7]3[CH:6]=[CH:5][C:4]([O:3][C:2]([F:1])([F:25])[F:26])=[CH:9][CH:8]=3)[N:11]=2)=[CH:16][CH:17]=1)=[O:41])=[S:37])[CH3:28] |f:2.3|. Procedure: The title compound was prepared as described in Example 63 using 3-(4-(1-(4-(trifluoromethoxy)phenyl)-1H-1,2,4-triazol-3-yl)phenyl)propan-1-amine (C60) and 1-(2-ethylphenyl)thiourea. Sodium acetate was used in place of sodium bicarbonate. The title compound was isolated as a white solid (0.112 g, 37%): 1H NMR (400 MHz, DMSO-d6) δ 12.04 (s, 1H), 10.07 (s, 1H), 9.39 (s, 1H), 8.16-7.98 (m, 4H), 7.66-7.59 (m, 2H), 7.59-7.52 (m, 1H), 7.43-7.35 (m, 2H), 7.31-7.19 (m, 3H), 7.10 (t, J=5.6 Hz, 1H), 3.17 ... The reactants are C(#N)C=1C=C(CBr)C=CC1 (m-Cyanobenzyl bromide), Cl.COC(CN)=O (glycine methyl ester hydrochloride), C(=O)(O)[O-].[Na+] (NaHCO3), [Na+].[I-] (NaI). The solvent is CCOC(=O)C (EtOAc), O (water), CS(=O)C (DMSO), C1CCOC1 (THF). The product is COC(CN(CC1=CC(=CC=C1)C#N)CC1=CC(=CC=C1)C#N)=O (N,N-Bis(m-cyanobenzyl)glycine methyl ester). RXN SMILES: [C:1]([C:3]1[CH:4]=[C:5]([CH:8]=[CH:9][CH:10]=1)[CH2:6]Br)#[N:2].Cl.[CH3:12][O:13][C:14](=[O:17])[CH2:15][NH2:16].C([O-])(O)=O.[Na+].[Na+].[I-]>CS(C)=O.C1COCC1.CCOC(C)=O.O>[CH3:12][O:13][C:14](=[O:17])[CH2:15][N:16]([CH2:6][C:5]1[CH:8]=[CH:9][CH:10]=[C:3]([C:1]#[N:2])[CH:4]=1)[CH2:6][C:5]1[CH:8]=[CH:9][CH:10]=[C:3]([C:1]#[N:2])[CH:4]=1 |f:1.2,3.4,5.6|. Procedure details: m-Cyanobenzyl bromide (2.35 g, 12.0 mmol) was slowly added to a solution of glycine methyl ester hydrochloride (0.63 g, 5.0 mmol), NaHCO3 (1.4 g, 17.0 mmol) and NaI (0.37 g, 2.4 mmol) in DMSO (5 mL) and THF (20 mL). The reaction was heated to reflux for 2 hours, cooled to room temperature and diluted with EtOAc (50 ml) and water (40 mL). The organic phase was washed with water (3×40 mL), saturated aqueous NaCl (40 mL), dried (Na2SO4), filtered and concentrated in vacuo to give N,N-Bis(m-cyanoben... Conditions: temperature 0 celsius. Isolated yield 67.0%. RXN SMILES: [Cl:1][C:2]1[CH:7]=[CH:6][C:5]([NH:8][C:9]([C@@H:11]2[CH2:15][CH2:14][C@H:13]([C:16]3[CH:21]=[CH:20][C:19](OC)=[C:18]([O:24][CH3:25])[CH:17]=3)[NH:12]2)=O)=[CH:4][C:3]=1[O:26][CH3:27].C1(C)C=CC=CC=1.C1C[O:38][CH2:37]C1>>[Cl:1][C:2]1[CH:7]=[CH:6][C:5]([NH:8][CH2:9][C@@H:11]2[CH2:15][CH2:14][C@H:13]([C:16]3[CH2:17][C:18]([O:24][CH3:25])([O:38][CH3:37])[CH:19]=[CH:20][CH:21]=3)[NH:12]2)=[CH:4][C:3]=1[O:26][CH3:27]. The product is ClC1=C(C=C(C=C1)NC[C@H]1N[C@H](CC1)C=1CC(C=CC1)(OC)OC)OC ((2S,R)(4-chloro-3-methoxy-phenyl)-[5-(3,3-dimethoxy-phenyl)-pyrrolidin-2-ylmethyl]-amine). Reported procedure: (2S,5R)5-(3,4-Dimethoxy-phenyl)-pyrrolidine-2-carboxylic acid (4-chloro-3-methoxy-phenyl)amide was dissolved in anhydrous THF and cooled to 0° C. in an ice bath. A 0.5M solution of alane complex in toluene (42.6 ml, 21.3 mmol, 3.0 equivalents) was added slowly and the reaction was allowed to stir and warm to room temperature overnight. The reaction was quenched upon addition of ethyl acetate:methanol (1:1, 5 ml). The resulting slurry was filtered through Celite and rinsed with ethyl acetate. The... Starting materials: solution, C1(=CC=CC=C1)C (toluene), ClC1=C(C=C(C=C1)NC(=O)[C@H]1N[C@H](CC1)C1=CC(=C(C=C1)OC)OC)OC ((2S,5R)5-(3,4-Dimethoxy-phenyl)-pyrrolidine-2-carboxylic acid (4-chloro-3-methoxy-phenyl)amide), C1CCOC1 (THF).